Task: describe an organic reaction: reactants, conditions, products, and yield. Dataset: the Open Reaction Database (ORD), a public repository of structured organic reaction records The reactants are O1C(=NCC1)C1=CC=C(OCCCCCC#N)C=C1 (6-[4-(4,5-dihydro-2-oxazolyl)phenoxy]hexanenitrile), [H][H] (hydrogen), N (ammonia). The reagents and catalysts are [Ni] (Raney-nickel). Run in CO (methanol). Product: O1C(=NCC1)C1=CC=C(OCCCCCCN)C=C1 (6-[4-(4,5-dihydro-2-oxazolyl)phenoxy]hexanamine). Isolated yield 100.0%. RXN SMILES: [O:1]1[CH2:5][CH2:4][N:3]=[C:2]1[C:6]1[CH:19]=[CH:18][C:9]([O:10][CH2:11][CH2:12][CH2:13][CH2:14][CH2:15][C:16]#[N:17])=[CH:8][CH:7]=1.N.[H][H]>[Ni].CO>[O:1]1[CH2:5][CH2:4][N:3]=[C:2]1[C:6]1[CH:19]=[CH:18][C:9]([O:10][CH2:11][CH2:12][CH2:13][CH2:14][CH2:15][CH2:16][NH2:17])=[CH:8][CH:7]=1. Procedure: A mixture of 3.2 parts of 6-[4-(4,5-dihydro-2-oxazolyl)phenoxy]hexanenitrile and 80 parts of methanol, saturated with ammonia, was hydrogenated at normal pressure and at room temperature with 1 part of Raney-nickel catalyst. After the calculated amount of hydrogen was taken up, the catalyst was filtered off and the filtrate was evaporated, yielding 3.2 parts (100%) of 6-[4-(4,5-dihydro-2-oxazolyl)phenoxy]hexanamine as a residue (int. 108). Starting materials: O (water), C([O-])([O-])=O.[K+].[K+] (potassium carbonate), Cl.ClCCCN1CCCCC1 (1-(3chloropropyl)piperidine hydrochloride), OC1=CC2=C(SC(=C2)C=2C(CC(NN2)=O)C)C=C1OC (4,5-dihydro-6-(5-hydroxy-6-methoxybenzo[b]thien-2-yl)-5-methyl-3(2H)-pyridazinone), C([O-])([O-])=O.[K+].[K+] (potassium carbonate), Cl.ClCCCN1CCCCC1 (1-(3-chloropropyl)piperidine hydrochloride). The solvent is CN(C=O)C (dimethyl formamide). Run at time 3 day. Yields the product COC=1C(=CC2=C(SC(=C2)C=2C(CC(NN2)=O)C)C1)OCCCN1CCCCC1 (4,5-dihydro-6-(6-methoxy-5-[3-(piperidin-1-yl)propyloxy]-benzo[b]thien-2-yl)-5-methyl-3(2H)-pyridazinone). The yield is 62.9%. As a reaction SMILES: [OH:1][C:2]1[C:18]([O:19][CH3:20])=[CH:17][C:5]2[S:6][C:7]([C:9]3[CH:10]([CH3:16])[CH2:11][C:12](=[O:15])[NH:13][N:14]=3)=[CH:8][C:4]=2[CH:3]=1.C(=O)([O-])[O-].[K+].[K+].Cl.Cl[CH2:29][CH2:30][CH2:31][N:32]1[CH2:37][CH2:36][CH2:35][CH2:34][CH2:33]1.O>CN(C)C=O>[CH3:20][O:19][C:18]1[C:2]([O:1][CH2:29][CH2:30][CH2:31][N:32]2[CH2:37][CH2:36][CH2:35][CH2:34][CH2:33]2)=[CH:3][C:4]2[CH:8]=[C:7]([C:9]3[CH:10]([CH3:16])[CH2:11][C:12](=[O:15])[NH:13][N:14]=3)[S:6][C:5]=2[CH:17]=1 |f:1.2.3,4.5|. Procedure details: A mixture of 4,5-dihydro-6-(5-hydroxy-6-methoxybenzo[b]thien-2-yl)-5-methyl-3(2H)-pyridazinone (1.0 g), anhydrous potassium carbonate (1.0 g) and 1-(3-chloropropyl)piperidine hydrochloride (0.72 g) in dimethyl formamide (12 ml) was stirred at room temperature for 3 days. The mixture was then warmed to 65° C. and, after a further 2 hours, more anhydrous potassium carbonate (0.50 g) and 1-(3chloropropyl)piperidine hydrochloride (0.36 g) were added. After a further 2 hours the reaction mixture was ... The reactants are compound, BrCC(=O)C=1C=C2C3=C(N(C2=CC1)C)N(C(C(=C3)C3=CC=C(C=C3)Cl)=O)C (6-(2-bromoacetyl)-3-(4-chlorophenyl)-1,9-dimethyl-1,9-dihydropyrido[2,3-b]indol-2-one), NC(=S)N (thiourea). The product is NC=1SC=C(N1)C=1C=C2C3=C(N(C2=CC1)C)N(C(C(=C3)C3=CC=C(C=C3)Cl)=O)C (6-(2-Aminothiazol-4-yl)-3-(4-chlorophenyl)-1,9-dimethyl-1,9-dihydropyrido[2,3-b]indol-2-one). As a reaction SMILES: Br[CH2:2][C:3]([C:5]1[CH:6]=[C:7]2[C:11](=[CH:12][CH:13]=1)[N:10]([CH3:14])[C:9]1[N:15]([CH3:27])[C:16](=[O:26])[C:17]([C:19]3[CH:24]=[CH:23][C:22]([Cl:25])=[CH:21][CH:20]=3)=[CH:18][C:8]2=1)=O.[NH2:28][C:29]([NH2:31])=[S:30]>>[NH2:31][C:29]1[S:30][CH:2]=[C:3]([C:5]2[CH:6]=[C:7]3[C:11](=[CH:12][CH:13]=2)[N:10]([CH3:14])[C:9]2[N:15]([CH3:27])[C:16](=[O:26])[C:17]([C:19]4[CH:24]=[CH:23][C:22]([Cl:25])=[CH:21][CH:20]=4)=[CH:18][C:8]3=2)[N:28]=1. Reported procedure: The process is carried out as for Example 21 above, using compound from Example 114A 6-(2-bromoacetyl)-3-(4-chlorophenyl)-1,9-dimethyl-1,9-dihydropyrido[2,3-b]indol-2-one and thiourea. Starting materials: CC=CC#N, CC(=O)O, CC(C)COP(C)[O-], CCO, [H-], [Na+]. Product: CC(C)COP(C)(=O)C(C)CC#N. As a reaction SMILES: [C:9]([CH:10]=[CH:11][CH3:12])#[N:13].[CH3:16][C:17](=[O:18])[OH:19].[CH3:1][P:2]([O:3][CH2:4][CH:5]([CH3:6])[CH3:7])[O-:8].[CH3:20][CH2:21][OH:22].[H-:14].[Na+:15]>>[CH3:1][P:2]([O:3][CH2:4][CH:5]([CH3:6])[CH3:7])(=[O:8])[CH:11]([CH2:10][C:9]#[N:13])[CH3:12]. Starting materials: CCCCc1ccc(-c2ccc(N)c([N+](=O)[O-])c2)cc1, CO, CCOC(C)=O. Product: CCCCc1ccc(-c2ccc(N)c(N)c2)cc1. RXN SMILES: [CH2:1]([CH2:2][CH2:3][CH3:4])[c:5]1[cH:6][cH:7][c:8](-[c:11]2[cH:12][c:13]([N+:18]([O-:19])=[O:20])[c:14]([NH2:17])[cH:15][cH:16]2)[cH:9][cH:10]1.[CH3:21][OH:22].[CH3:23][CH2:24][O:25][C:26]([CH3:27])=[O:28]>>[CH2:1]([CH2:2][CH2:3][CH3:4])[c:5]1[cH:6][cH:7][c:8](-[c:11]2[cH:12][c:13]([NH2:18])[c:14]([NH2:17])[cH:15][cH:16]2)[cH:9][cH:10]1. Starting materials: ClC=1N=C(C2=C(N1)C=C(S2)CN2CCN(CC2)C(C(=O)N)(C)C)N2CCOCC2 (2-(4-((2-chloro-4-morpholinothieno[3,2-d]pyrimidin-6-yl)methyl)piperazin-1-yl)-2-methylpropanamide), CC1(OB(OC1(C)C)C1=C(OC2=C1C=CC=C2)C)C (4,4,5,5-tetramethyl-2-(2-methylbenzofuran-3-yl)-1,3,2-dioxaborolane), aqueous solution, C([O-])([O-])=O.[Na+].[Na+] (sodium carbonate), aqueous solution, C(C)(=O)[O-].[K+] (potassium acetate). The solvent is C(C)#N (acetonitrile), O (water), CCOC(=O)C (EtOAc). Reaction conditions: temperature 140 celsius. The product is CC(C(=O)N)(C)N1CCN(CC1)CC1=CC=2N=C(N=C(C2S1)N1CCOCC1)C1=C(OC2=C1C=CC=C2)C (2-methyl-2-(4-((2-(2-methylbenzofuran-3-yl)-4-morpholinothieno[3,2-d]pyrimidin-6-yl)methyl)piperazin-1-yl)propanamide). Yield: 30.7%. Reaction SMILES: Cl[C:2]1[N:3]=[C:4]([N:24]2[CH2:29][CH2:28][O:27][CH2:26][CH2:25]2)[C:5]2[S:10][C:9]([CH2:11][N:12]3[CH2:17][CH2:16][N:15]([C:18]([CH3:23])([CH3:22])[C:19]([NH2:21])=[O:20])[CH2:14][CH2:13]3)=[CH:8][C:6]=2[N:7]=1.CC1(C)C(C)(C)OB([C:38]2[C:42]3[CH:43]=[CH:44][CH:45]=[CH:46][C:41]=3[O:40][C:39]=2[CH3:47])O1.C(=O)([O-])[O-].[Na+].[Na+].C([O-])(=O)C.[K+]>C(#N)C.O.CCOC(C)=O>[CH3:22][C:18]([N:15]1[CH2:16][CH2:17][N:12]([CH2:11][C:9]2[S:10][C:5]3[C:4]([N:24]4[CH2:29][CH2:28][O:27][CH2:26][CH2:25]4)=[N:3][C:2]([C:38]4[C:42]5[CH:43]=[CH:44][CH:45]=[CH:46][C:41]=5[O:40][C:39]=4[CH3:47])=[N:7][C:6]=3[CH:8]=2)[CH2:13][CH2:14]1)([CH3:23])[C:19]([NH2:21])=[O:20] |f:2.3.4,5.6|. Reported procedure: To a degassed suspension of 2-(4-((2-chloro-4-morpholinothieno[3,2-d]pyrimidin-6-yl)methyl)piperazin-1-yl)-2-methylpropanamide (90.0 mg 0.205 mmol), 4,4,5,5-tetramethyl-2-(2-methylbenzofuran-3-yl)-1,3,2-dioxaborolane (120 mg, 0.46 mmol) in acetonitrile (2 mL) was added 2 M aqueous solution of sodium carbonate (0.20 mL) and 1M aqueous solution of potassium acetate (0.2 mL). The mixture was then heated in a microwave at 140° C. for 30 minutes. The reaction mixture was diluted with water and EtOAc.... Reactants: C(C)(C)(C)[Si](OCCOC1=CC=C(C(=O)C2=CC=C(OCCCOC3=CC=C(C=C3)C[C@@H](C(=O)O)OC)C=C2)C=C1)(C)C ((2S)-3-{4-[3-(4-{4-[2-(tert-Butyl dimethyl-silanyloxy)-ethoxy]-benzoyl}-phenoxy)-propoxy]-phenyl}-2-methoxy-propionic acid). The solvent is mixture, C(C)(=O)O (acetic acid), C1CCOC1 (THF), O (H2O), O (H2O). Reaction conditions: time 2 hour. Yields the product OCCOC1=CC=C(C(=O)C2=CC=C(OCCCOC3=CC=C(C=C3)C[C@@H](C(=O)O)OC)C=C2)C=C1 ((2S)-3-[4-(3-{4-[4-(2-Hydroxy-ethoxy)-benzoyl]-phenoxy}-propoxy)-phenyl]-2-methoxy-propionic acid). Reaction SMILES: C([Si](C)(C)[O:6][CH2:7][CH2:8][O:9][C:10]1[CH:41]=[CH:40][C:13]([C:14]([C:16]2[CH:39]=[CH:38][C:19]([O:20][CH2:21][CH2:22][CH2:23][O:24][C:25]3[CH:30]=[CH:29][C:28]([CH2:31][C@H:32]([O:36][CH3:37])[C:33]([OH:35])=[O:34])=[CH:27][CH:26]=3)=[CH:18][CH:17]=2)=[O:15])=[CH:12][CH:11]=1)(C)(C)C>C(O)(=O)C.C1COCC1.O>[OH:6][CH2:7][CH2:8][O:9][C:10]1[CH:11]=[CH:12][C:13]([C:14]([C:16]2[CH:39]=[CH:38][C:19]([O:20][CH2:21][CH2:22][CH2:23][O:24][C:25]3[CH:30]=[CH:29][C:28]([CH2:31][C@H:32]([O:36][CH3:37])[C:33]([OH:35])=[O:34])=[CH:27][CH:26]=3)=[CH:18][CH:17]=2)=[O:15])=[CH:40][CH:41]=1. Procedure: The compound of (2S)-3-{4-[3-(4-{4-[2-(tert-butyl-dimethyl-silanyloxy)-ethoxy]-benzoyl}-phenoxy)-propoxy]-phenyl}-2-methoxy-propionic acid (Example 253, Step C) (0.05 mmol, 30 mg) was dissolved in 5 mL of a mixture of acetic acid, THF and H2O (3:1:1) and stirred at room temperature for 2 hours. The mixture was diluted with H2O and extracted with ethyl acetate (4×20 mL). The combined organic layers were dried over MgSO4, filtered and concentrated under vacuum to afford the title compound. MS(ES) ... Starting materials: ClC1=NC=C(C(=N1)NC1=CC(=CC=C1)O)F (2-chloro-5-fluoro-N4-(3-hydroxyphenyl)-4-pyrimidineamine), COC(=O)C=1C=C(N)C=CC1OC (3-methyloxycarbonyl-4-methoxyaniline). The product is FC=1C(=NC(=NC1)NC1=CC(=C(C=C1)OC)C(=O)OC)NC1=CC(=CC=C1)O (5-fluoro-N4-(3-hydroxyphenyl)-N2-(3-methyloxycarbonyl-4-methoxyphenyl)-2,4-pyrimidinediamine). Reaction SMILES: Cl[C:2]1[N:7]=[C:6]([NH:8][C:9]2[CH:14]=[CH:13][CH:12]=[C:11]([OH:15])[CH:10]=2)[C:5]([F:16])=[CH:4][N:3]=1.[CH3:17][O:18][C:19]([C:21]1[CH:22]=[C:23]([CH:25]=[CH:26][C:27]=1[O:28][CH3:29])[NH2:24])=[O:20]>>[F:16][C:5]1[C:6]([NH:8][C:9]2[CH:14]=[CH:13][CH:12]=[C:11]([OH:15])[CH:10]=2)=[N:7][C:2]([NH:24][C:23]2[CH:25]=[CH:26][C:27]([O:28][CH3:29])=[C:21]([C:19]([O:18][CH3:17])=[O:20])[CH:22]=2)=[N:3][CH:4]=1. Procedure: In like manner to the preparation of 5-fluoro-N2-[3-(methylaminocarbonylmethyleneoxy)phenyl]-N4-(3-aminocarbonylphenyl)-2,4-pyrimidinediamine, 2-chloro-5-fluoro-N4-(3-hydroxyphenyl)-4-pyrimidineamine and 3-methyloxycarbonyl-4-methoxyaniline were reacted to yield 5-fluoro-N4-(3-hydroxyphenyl)-N2-(3-methyloxycarbonyl-4-methoxyphenyl)-2,4-pyrimidinediamine R940301. 1H NMR (DMSO-d6): δ 9.93 (1H, s), 9.79 (1H, s), 9.54 (1H, s), 8.26 (1H, s, J=4.5 Hz), 7.92 (1H, s), 7.81 (1H, dd, J=9.3 Hz, J=2.7 Hz), ...